describe an organic reaction: reactants, conditions, products, and yield From a dataset of the Open Reaction Database (ORD), a public repository of structured organic reaction records. The reactants are CN1C=NC(=C1)S(=O)(=O)N (1-methyl-1H-imidazole-4-sulfonamide), ClC1=NC(=NC(=C1)OC)SCC1=C(C(=CC=C1)F)F (4-Chloro-2-[[(2,3-difluorophenyl)methyl]thio]-6-methoxypyrimidine), ClC1=NC(=NC(=C1)OC)SCC1=C(C(=CC=C1)F)F (4-Chloro-2-[[(2,3-difluorophenyl)methyl]thio]-6-methoxypyrimidine). Product: FC1=C(C=CC=C1F)CSC1=NC(=CC(=N1)NS(=O)(=O)C=1N=CN(C1)C)OC (N-[2-[[(2,3-Difluorophenyl)methyl]thio]-6-methoxypyrimidin-4-yl]-1-methyl-1H-imidazole-4-sulfonamide). Reaction SMILES: [CH3:1][N:2]1[CH:6]=[C:5]([S:7]([NH2:10])(=[O:9])=[O:8])[N:4]=[CH:3]1.Cl[C:12]1[CH:17]=[C:16]([O:18][CH3:19])[N:15]=[C:14]([S:20][CH2:21][C:22]2[CH:27]=[CH:26][CH:25]=[C:24]([F:28])[C:23]=2[F:29])[N:13]=1>>[F:29][C:23]1[C:24]([F:28])=[CH:25][CH:26]=[CH:27][C:22]=1[CH2:21][S:20][C:14]1[N:13]=[C:12]([NH:10][S:7]([C:5]2[N:4]=[CH:3][N:2]([CH3:1])[CH:6]=2)(=[O:9])=[O:8])[CH:17]=[C:16]([O:18][CH3:19])[N:15]=1. Procedure details: The title compound was prepared from 1-methyl-1H-imidazole-4-sulfonamide (0.19 g) and 4-Chloro-2-[[(2,3-difluorophenyl)methyl]thio]-6-methoxypyrimidine (the product of Example 35, step i) (0.25 g) according to the procedure outlined in Example 1, step iv). The crude material was purified by column chromatography using EtOAc/isohexane (2:8) as eluent. Yield: 0.11 g. Reactants: FC1=C(C=C(C=C1)O)[C@]1(N=C(O[C@@H](C1)C(F)(F)F)NC(C1=CC=CC=C1)=O)CF (N-((4S,6S)-4-(2-fluoro-5-hydroxyphenyl)-4-(fluoromethyl)-6-(trifluoromethyl)-5,6-dihydro-4H-1,3-oxazin-2-yl)benzamide), N12CCCCCC2=NCCC1 (1,8-diazabicyclo-[5.4.0]undec-7-ene). Solvent: CO (MeOH). Run at temperature 75 celsius, time 8 hour. The product is NC=1O[C@@H](C[C@@](N1)(CF)C=1C=C(C=CC1F)O)C(F)(F)F (3-((4S,6S)-2-amino-4-(fluoromethyl)-6-(trifluoromethyl)-5,6-dihydro-4H-1,3-oxazin-4-yl)-4-fluorophenol). As a reaction SMILES: [F:1][C:2]1[CH:7]=[CH:6][C:5]([OH:8])=[CH:4][C:3]=1[C@:9]1([CH2:28][F:29])[CH2:14][C@@H:13]([C:15]([F:18])([F:17])[F:16])[O:12][C:11]([NH:19]C(=O)C2C=CC=CC=2)=[N:10]1.N12CCCN=C1CCCCC2>CO>[NH2:19][C:11]1[O:12][C@H:13]([C:15]([F:17])([F:18])[F:16])[CH2:14][C@:9]([C:3]2[CH:4]=[C:5]([OH:8])[CH:6]=[CH:7][C:2]=2[F:1])([CH2:28][F:29])[N:10]=1. Procedure: In a microwave vial was dissolved N-((4S,6S)-4-(2-fluoro-5-hydroxyphenyl)-4-(fluoromethyl)-6-(trifluoromethyl)-5,6-dihydro-4H-1,3-oxazin-2-yl)benzamide (8d, 116 mg, 0.280 mmol) in MeOH (1120 μl) and added 1,8-diazabicyclo-[5.4.0]undec-7-ene (84 μl 0.560 mmol). The reaction mixture was stirred at 75° C. overnight. Cooled to room temperature. Concentrated down and used directly in the following step. Starting materials: Cn1ncc([N+](=O)[O-])c1Br, C#CCCNC(=O)OC(C)(C)C, CCOC(C)=O, CSC, [Cu]Br, [Pd], c1ccc(P(c2ccccc2)c2ccccc2)cc1, c1ccc(P(c2ccccc2)c2ccccc2)cc1, c1ccc(P(c2ccccc2)c2ccccc2)cc1, c1ccc(P(c2ccccc2)c2ccccc2)cc1. Product: Cn1ncc([N+](=O)[O-])c1C#CCCNC(=O)OC(C)(C)C. Reaction SMILES: [Br:13][c:14]1[c:15]([N+:20](=[O:21])[O-:22])[cH:16][n:17][n:18]1[CH3:19].[CH2:1]([CH2:2][C:3]#[CH:4])[NH:5][C:6]([O:7][C:8]([CH3:9])([CH3:10])[CH3:11])=[O:12].[CH3:23][CH2:24][O:25][C:26]([CH3:27])=[O:28].[CH3:29][S:30][CH3:31].[Cu:32][Br:33].[Pd:34].[c:35]1([P:36]([c:37]2[cH:38][cH:39][cH:40][cH:41][cH:42]2)[c:43]2[cH:44][cH:45][cH:46][cH:47][cH:48]2)[cH:49][cH:50][cH:51][cH:52][cH:53]1.[c:54]1([P:55]([c:56]2[cH:57][cH:58][cH:59][cH:60][cH:61]2)[c:62]2[cH:63][cH:64][cH:65][cH:66][cH:67]2)[cH:68][cH:69][cH:70][cH:71][cH:72]1.[c:73]1([P:74]([c:75]2[cH:76][cH:77][cH:78][cH:79][cH:80]2)[c:81]2[cH:82][cH:83][cH:84][cH:85][cH:86]2)[cH:87][cH:88][cH:89][cH:90][cH:91]1.[c:92]1([P:93]([c:94]2[cH:95][cH:96][cH:97][cH:98][cH:99]2)[c:100]2[cH:101][cH:102][cH:103][cH:104][cH:105]2)[cH:106][cH:107][cH:108][cH:109][cH:110]1>>[CH2:1]([CH2:2][C:3]#[C:4][c:14]1[c:15]([N+:20](=[O:21])[O-:22])[cH:16][n:17][n:18]1[CH3:19])[NH:5][C:6]([O:7][C:8]([CH3:9])([CH3:10])[CH3:11])=[O:12]. Reactants: Cc1cccc(C(=O)N2CCc3nnc(Cl)cc3C2)c1C, NN, C1COCCO1, O. Yields the product Cc1cccc(C(=O)N2CCc3nnc(NN)cc3C2)c1C. As a reaction SMILES: [Cl:1][c:2]1[cH:3][c:4]2[c:5]([n:6][n:7]1)[CH2:8][CH2:9][N:10]([C:12]([c:13]1[c:14]([CH3:20])[c:15]([CH3:19])[cH:16][cH:17][cH:18]1)=[O:21])[CH2:11]2.[NH2:23][NH2:24].[O:25]1[CH2:26][CH2:27][O:28][CH2:29][CH2:30]1.[OH2:22]>>[c:2]1([NH:23][NH2:24])[cH:3][c:4]2[c:5]([n:6][n:7]1)[CH2:8][CH2:9][N:10]([C:12]([c:13]1[c:14]([CH3:20])[c:15]([CH3:19])[cH:16][cH:17][cH:18]1)=[O:21])[CH2:11]2. Starting materials: C=C(C)c1ccncc1, C[N+](C)(C)Cc1ccccc1, ClC(Cl)Cl, [OH-], O, O=S1(=O)CCCN1. Product: CC(CN1CCCS1(=O)=O)c1ccncc1. RXN SMILES: [C:1](=[CH2:2])([CH3:3])[c:4]1[cH:5][cH:6][n:7][cH:8][cH:9]1.[CH3:18][N+:19]([CH3:20])([CH3:21])[CH2:22][c:23]1[cH:24][cH:25][cH:26][cH:27][cH:28]1.[CH:30]([Cl:31])([Cl:32])[Cl:33].[OH-:17].[OH2:29].[S:10]1(=[O:15])(=[O:16])[NH:11][CH2:12][CH2:13][CH2:14]1>>[CH:1]([CH2:2][N:11]1[S:10](=[O:15])(=[O:16])[CH2:14][CH2:13][CH2:12]1)([CH3:3])[c:4]1[cH:5][cH:6][n:7][cH:8][cH:9]1.